Dataset: the Open Reaction Database (ORD), a public repository of structured organic reaction records. Task: describe an organic reaction: reactants, conditions, products, and yield The reactants are ClC=1C=C(OCC2C3CN(CC23C2=CC=C(C=C2)Br)C(=O)OC(C)(C)C)C=CC1Cl (tert-butyl 6-((3,4-dichlorophenoxy)methyl)-1-(4-bromophenyl)-3-aza-bicyclo[3.1.0]hexane-3-carboxylate), N1C(CCC1)=O (2-pyrrolidinone). Yields the product ClC=1C=C(OCC2C3CN(CC23C2=CC=C(C=C2)N2C(CCC2)=O)C(=O)OC(C)(C)C)C=CC1Cl (tert-butyl 6-((3,4-dichlorophenoxy)methyl)-1-(4-(2-oxopyrrolidin-1-yl)phenyl)-3-aza-bicyclo[3.1.0]hexane-3-carboxylate). As a reaction SMILES: [Cl:1][C:2]1[CH:3]=[C:4]([CH:27]=[CH:28][C:29]=1[Cl:30])[O:5][CH2:6][CH:7]1[C:12]2([C:13]3[CH:18]=[CH:17][C:16](Br)=[CH:15][CH:14]=3)[CH:8]1[CH2:9][N:10]([C:20]([O:22][C:23]([CH3:26])([CH3:25])[CH3:24])=[O:21])[CH2:11]2.[NH:31]1[CH2:35][CH2:34][CH2:33][C:32]1=[O:36]>>[Cl:1][C:2]1[CH:3]=[C:4]([CH:27]=[CH:28][C:29]=1[Cl:30])[O:5][CH2:6][CH:7]1[C:12]2([C:13]3[CH:18]=[CH:17][C:16]([N:31]4[CH2:35][CH2:34][CH2:33][C:32]4=[O:36])=[CH:15][CH:14]=3)[CH:8]1[CH2:9][N:10]([C:20]([O:22][C:23]([CH3:26])([CH3:25])[CH3:24])=[O:21])[CH2:11]2. Reported procedure: The title compound was prepared from tert-butyl 6-((3,4-dichlorophenoxy)methyl)-1-(4-bromophenyl)-3-aza-bicyclo[3.1.0]hexane-3-carboxylate obtained in Step 1 of Example XXXV and 2-pyrrolidinone using the method described for Step 1 (Example XXXIII) The reactants are solution, C(CCC)[Li] (n-butyllithium), ClC1=C(C=C(C=C1F)F)OC (2-chloro-3,5-difluoroanisole), CC1(NC(CCC1)(C)C)C (2,2,6,6-tetramethylpiperidine), B(OC(C)C)(OC(C)C)OC(C)C (triisopropyl borat), OS(=O)(=O)[O-].[Na+] (NaHSO4). The solvent is CCCCCCC (heptane), C1CCOC1 (THF), C1CCOC1 (THF). Reaction conditions: temperature -10 celsius, time 10 minute. Yields the product ClC=1C(=C(C(=CC1OC)F)B(O)O)F (3-Chloro-2,6-difluoro-4-methoxyphenylboronic acid). The yield is 89.9%. RXN SMILES: CC1(C)CCCC(C)(C)N1.C([Li])CCC.[Cl:16][C:17]1[C:22]([F:23])=[CH:21][C:20]([F:24])=[CH:19][C:18]=1[O:25][CH3:26].[B:27](OC(C)C)([O:32]C(C)C)[O:28]C(C)C.OS([O-])(=O)=O.[Na+]>CCCCCCC.C1COCC1>[Cl:16][C:17]1[C:22]([F:23])=[C:21]([B:27]([OH:32])[OH:28])[C:20]([F:24])=[CH:19][C:18]=1[O:25][CH3:26] |f:4.5|. Reported procedure: 5.1 g of 2,2,6,6-tetramethylpiperidine were dissolved using 200 ml of anhydrous THF. 12.4 ml of a 2.7M solution of n-butyllithium in heptane were added at −10° C. and the mixture was stirred for 10 minutes at −10° C. The mixture was then cooled to −70° C. and a solution of 5.0 g 2-chloro-3,5-difluoroanisole in 40 ml of anhydrous THF added dropwise at −70° C. Stirring was continued for 1 h at −75° C. Then, 7.9 g of triisopropyl borat were added and the mixture was allowed to warm to room temperat... The reactants are CS(=O)(=O)CC(=O)O (methanesulfonylacetic acid), ClC=1C=C(C=CC1OCC1=NC=CC=C1)NC1=NC=NC2=CC=CC(=C12)O[C@H](CNC)C (N-[3-chloro-4-(pyridin-2-ylmethoxy)phenyl]-5-[(1S)-1-methyl-2-(methylamino)ethoxy]quinazolin-4-amine). Yields the product ClC=1C=C(C=CC1OCC1=NC=CC=C1)NC1=NC=NC2=CC=CC(=C12)O[C@H](CN(C(CS(=O)(=O)C)=O)C)C (N-{(2S)-2-[(4-{[3-Chloro-4-(pyridin-2-ylmethoxy)phenyl]amino}quinazolin-5-yl)oxy]propyl}-N-methyl-2-(methylsulfonyl)acetamide). Yield: 61.0%. RXN SMILES: [CH3:1][S:2]([CH2:5][C:6]([OH:8])=O)(=[O:4])=[O:3].[Cl:9][C:10]1[CH:11]=[C:12]([NH:24][C:25]2[C:34]3[C:29](=[CH:30][CH:31]=[CH:32][C:33]=3[O:35][C@@H:36]([CH3:40])[CH2:37][NH:38][CH3:39])[N:28]=[CH:27][N:26]=2)[CH:13]=[CH:14][C:15]=1[O:16][CH2:17][C:18]1[CH:23]=[CH:22][CH:21]=[CH:20][N:19]=1>>[Cl:9][C:10]1[CH:11]=[C:12]([NH:24][C:25]2[C:34]3[C:29](=[CH:30][CH:31]=[CH:32][C:33]=3[O:35][C@@H:36]([CH3:40])[CH2:37][N:38]([CH3:39])[C:6](=[O:8])[CH2:5][S:2]([CH3:1])(=[O:4])=[O:3])[N:28]=[CH:27][N:26]=2)[CH:13]=[CH:14][C:15]=1[O:16][CH2:17][C:18]1[CH:23]=[CH:22][CH:21]=[CH:20][N:19]=1. Procedure details: The procedure described in Example 1 was repeated using methanesulfonylacetic acid and N-[3-chloro-4-(pyridin-2-ylmethoxy)phenyl]-5-[(1S)-1-methyl-2-(methylamino)ethoxy]quinazolin-4-amine (obtained as described for the R-antipode in Example 2.3, preparation of starting materials) to give the title compound in 61% yield; NMR spectrum (DMSO-d6) 1.38 (d, 3H), 2.95 (s, 3H), 3.15 (s, 3H), 3.37 (dd, 1H), 4.30 (m, 1H), 4.41 (d, 2H), 5.11 (m, 1H), 5.29 (s, 2H), 7.24 (m, 2H), 7.30 (d, 1H), 7.35 (m, 1H), ... Starting materials: BrCC1CC1, O=C([O-])[O-], C#Cc1cccc(O)c1, CC(C)=O, CCOCC, [Cs+], [Cs+], [I-], [Na+]. Yields the product C#Cc1cccc(OCC2CC2)c1. As a reaction SMILES: [Br:10][CH2:11][CH:12]1[CH2:13][CH2:14]1.[C:17](=[O:18])([O-:19])[O-:20].[C:1](#[CH:2])[c:3]1[cH:4][c:5]([OH:9])[cH:6][cH:7][cH:8]1.[CH3:23][C:24](=[O:25])[CH3:26].[CH3:27][CH2:28][O:29][CH2:30][CH3:31].[Cs+:21].[Cs+:22].[I-:16].[Na+:15]>>[C:1](#[CH:2])[c:3]1[cH:4][c:5]([O:9][CH2:11][CH:12]2[CH2:13][CH2:14]2)[cH:6][cH:7][cH:8]1. Yields the product COc1cc(NC(=O)c2cc(-c3ccc(Cl)cc3)c[nH]2)ccc1OCCC(C)(C)O. The reactants are O=C(O)c1cc(-c2ccc(Cl)cc2)c[nH]1, COc1cc(N)ccc1OCCC(C)(C)O. As a reaction SMILES: [Cl:17][c:18]1[cH:19][cH:20][c:21](-[c:24]2[cH:25][c:26]([C:29](=[O:30])[OH:31])[nH:27][cH:28]2)[cH:22][cH:23]1.[NH2:1][c:2]1[cH:3][c:4]([O:15][CH3:16])[c:5]([O:6][CH2:7][CH2:8][C:9]([CH3:10])([OH:11])[CH3:12])[cH:13][cH:14]1>>[NH:1]([c:2]1[cH:3][c:4]([O:15][CH3:16])[c:5]([O:6][CH2:7][CH2:8][C:9]([CH3:10])([OH:11])[CH3:12])[cH:13][cH:14]1)[C:29]([c:26]1[cH:25][c:24](-[c:21]2[cH:20][cH:19][c:18]([Cl:17])[cH:23][cH:22]2)[cH:28][nH:27]1)=[O:30].